From a dataset of the Open Reaction Database (ORD), a public repository of structured organic reaction records. describe an organic reaction: reactants, conditions, products, and yield Product: Cc1nc2c(o1)c(C(=O)Nc1ccc(F)cc1)cc1nc(Nc3c(Cl)cccc3Cl)[nH]c12. Reactants: C1CCOC1, Cc1nc2c(o1)c(C(=O)O)cc1nc(Nc3c(Cl)cccc3Cl)[nH]c12, [H-], Nc1ccc(F)cc1, [Na+], O=S(Cl)Cl, c1ccccc1. RXN SMILES: [CH2:46]1[O:47][CH2:48][CH2:49][CH2:50]1.[Cl:1][c:2]1[c:3]([NH:9][c:10]2[n:11][c:12]3[cH:13][c:14]([C:23](=[O:24])[OH:25])[c:15]4[c:16]([n:17][c:18]([CH3:20])[o:19]4)[c:21]3[nH:22]2)[c:4]([Cl:8])[cH:5][cH:6][cH:7]1.[H-:35].[NH2:26][c:27]1[cH:28][cH:29][c:30]([F:31])[cH:32][cH:33]1.[Na+:34].[S:42]([Cl:43])([Cl:44])=[O:45].[cH:36]1[cH:37][cH:38][cH:39][cH:40][cH:41]1>>[Cl:1][c:2]1[c:3]([NH:9][c:10]2[n:11][c:12]3[cH:13][c:14]([C:23](=[O:24])[NH:26][c:27]4[cH:28][cH:29][c:30]([F:31])[cH:32][cH:33]4)[c:15]4[c:16]([n:17][c:18]([CH3:20])[o:19]4)[c:21]3[nH:22]2)[c:4]([Cl:8])[cH:5][cH:6][cH:7]1. Reactants: Cl.N[C@@H]1C[C@H](C1)N1C(N(C=2C1=NC=CN2)C2CC2)=O (1-(trans-3-aminocyclobutyl)-3-cyclopropyl-1H-imidazo[4,5-b]pyrazin-2(3H)-one hydrochloride), Cl.N[C@@H]1C[C@H](C1)N1C(N(C=2C1=NC=CN2)C2CC2)=O (1-(trans-3-aminocyclobutyl)-3-cyclopropyl-1H-imidazo[4,5-b]pyrazin-2(3H)-one hydrochloride), ClC=1SC2=C(N1)C=CC(=C2)F (2-chloro-6-fluorobenzo[d]thiazole), C(C)(C)NC(C)C (diisopropylamine). The reagents and catalysts are CN(C)C=1C=CN=CC1 (DMAP). The solvent is CS(=O)C (DMSO). Reaction conditions: temperature 90 celsius. Yields the product C1(CC1)N1C(N(C=2C1=NC=CN2)[C@@H]2C[C@H](C2)NC=2SC1=C(N2)C=CC(=C1)F)=O (1-cyclopropyl-3-(trans-3-((6-fluorobenzo[d]thiazol-2-yl)amino)cyclobutyl)-1H-imidazo[4,5-b]pyrazin-2(3H)-one). Yield: 33.8%. RXN SMILES: Cl.[NH2:2][C@H:3]1[CH2:6][C@H:5]([N:7]2[C:11]3=[N:12][CH:13]=[CH:14][N:15]=[C:10]3[N:9]([CH:16]3[CH2:18][CH2:17]3)[C:8]2=[O:19])[CH2:4]1.Cl[C:21]1[S:22][C:23]2[CH:29]=[C:28]([F:30])[CH:27]=[CH:26][C:24]=2[N:25]=1.C(NC(C)C)(C)C>CN(C1C=CN=CC=1)C.CS(C)=O>[CH:16]1([N:9]2[C:10]3=[N:15][CH:14]=[CH:13][N:12]=[C:11]3[N:7]([C@H:5]3[CH2:6][C@H:3]([NH:2][C:21]4[S:22][C:23]5[CH:29]=[C:28]([F:30])[CH:27]=[CH:26][C:24]=5[N:25]=4)[CH2:4]3)[C:8]2=[O:19])[CH2:17][CH2:18]1 |f:0.1|. Procedure: A glass microwave reaction vessel was charged with 1-(trans-3-aminocyclobutyl)-3-cyclopropyl-1H-imidazo[4,5-b]pyrazin-2(3H)-one hydrochloride (Intermediate 79, 0.1283 g, 0.455 mmol), 2-chloro-6-fluorobenzo[d]thiazole (0.094 g, 0.501 mmol, Step 1), DMAP (0.056 g, 0.455 mmol, Sigma-Aldrich Chemical Company, Inc.), and diisopropylamine (0.238 ml, 1.366 mmol, Sigma-Aldrich Chemical Company, Inc.) in DMSO (1.518 ml) and heated to 90° C. for 20 h. The crude product was purified by reverse-phase prepar...